The task is: describe an organic reaction: reactants, conditions, products, and yield. This data is from the Open Reaction Database (ORD), a public repository of structured organic reaction records. Reactants: O=C(O)C(F)(F)F, CC(C)(C)OC(=O)CNC(=O)C1=C(O)c2ccccc2C(C)(C)C1=O. Yields the product CC1(C)C(=O)C(C(=O)NCC(=O)O)=C(O)c2ccccc21. As a reaction SMILES: [F:26][C:27]([F:28])([F:29])[C:30]([OH:31])=[O:32].[OH:1][C:2]1=[C:3]([C:15](=[O:16])[NH:17][CH2:18][C:19](=[O:20])[O:21][C:22]([CH3:23])([CH3:24])[CH3:25])[C:4](=[O:14])[C:5]([CH3:12])([CH3:13])[c:6]2[cH:7][cH:8][cH:9][cH:10][c:11]21>>[OH:1][C:2]1=[C:3]([C:15](=[O:16])[NH:17][CH2:18][C:19](=[O:20])[OH:21])[C:4](=[O:14])[C:5]([CH3:12])([CH3:13])[c:6]2[cH:7][cH:8][cH:9][cH:10][c:11]21. The reactants are OC1=C(C=O)C(=CC(=C1C(CC)O)O)C (2,4-dihydroxy-3-(1-hydroxypropyl)-6-methylbenzaldehyde), OC1=C(C=O)C(=CC(=C1C(CCCC)O)O)C (2,4-dihydroxy-3-(1-hydroxypentyl)-6-methylbenzaldehyde), OC1=C(C=O)C(=CC(=C1C(CCCCCC)O)O)C (2,4-dihydroxy-3-(1-hydroxyheptyl)-6-methylbenzaldehyde), OC1=C(C=O)C(=CC(=C1C(CCCCCCCC)O)O)C (2,4-dihydroxy-3-(1-hydroxynonyl)-6-methylbenzaldehyde), OC1=C(C=O)C(=CC(=C1C(CCCCCCCCC)O)O)C (2,4-dihydroxy-3-(1-hydroxydecyl)-6-methylbenzaldehyde). The product is OC1=C(C=O)C(=CC(=C1C(CCCCCCCCCCC)O)O)C (2,4-Dihydroxy-3-(1-hydroxydodecy)-6-methylbenzaldehyde). RXN SMILES: [OH:1][C:2]1[C:9]([CH:10]([OH:13])[CH2:11][CH3:12])=[C:8]([OH:14])[CH:7]=[C:6]([CH3:15])[C:3]=1[CH:4]=[O:5].O[C:17]1[C:24]([CH:25](O)[CH2:26][CH2:27][CH2:28][CH3:29])=C(O)C=C(C)[C:18]=1[CH:19]=O.OC1C(C(O)CCCCCC)=C(O)C=C(C)C=1C=O.OC1C(C(O)CCCCCCCC)=C(O)C=C(C)C=1C=O.OC1C(C(O)CCCCCCCCC)=C(O)C=C(C)C=1C=O>>[OH:1][C:2]1[C:9]([CH:10]([OH:13])[CH2:11][CH2:12][CH2:19][CH2:18][CH2:17][CH2:24][CH2:25][CH2:26][CH2:27][CH2:28][CH3:29])=[C:8]([OH:14])[CH:7]=[C:6]([CH3:15])[C:3]=1[CH:4]=[O:5]. Reported procedure: In addition to this compound, 2,4-dihydroxy-3-(1-hydroxypropyl)-6-methylbenzaldehyde (195-3), 2,4-dihydroxy-3-(1-hydroxypentyl)-6-methylbenzaldehyde (195-5), 2,4-dihydroxy-3-(1-hydroxyheptyl)-6-methylbenzaldehyde (195-7), 2,4-dihydroxy-3-(1-hydroxynonyl)-6-methylbenzaldehyde (195-9) and 2,4-dihydroxy-3-(1-hydroxydecyl)-6-methylbenzaldehyde (195-10) were synthesized by the same reaction with the use of respective corresponding starting raw materials.